From a dataset of the Open Reaction Database (ORD), a public repository of structured organic reaction records. describe an organic reaction: reactants, conditions, products, and yield The reactants are C(C)OC(=O)C=1OC2=C(C1C)C(=CC=C2)O (4-Hydroxy-3-methyl-benzofuran-2-carboxylic acid ethyl ester), C(C)I (ethyl iodide), C(=O)([O-])[O-].[K+].[K+] (K2CO3). Run in CN(C)C=O (DMF). Reaction conditions: time 8 hour. Yields the product C(C)OC(=O)C=1OC2=C(C1C)C(=CC=C2)OCC (4-ethoxy-3-methyl-benzofuran-2-carboxylic acid ethyl ester). The yield is 77.0%. Reaction SMILES: [CH2:1]([O:3][C:4]([C:6]1[O:7][C:8]2[CH:15]=[CH:14][CH:13]=[C:12]([OH:16])[C:9]=2[C:10]=1[CH3:11])=[O:5])[CH3:2].[CH2:17](I)[CH3:18].C([O-])([O-])=O.[K+].[K+]>CN(C=O)C>[CH2:1]([O:3][C:4]([C:6]1[O:7][C:8]2[CH:15]=[CH:14][CH:13]=[C:12]([O:16][CH2:17][CH3:18])[C:9]=2[C:10]=1[CH3:11])=[O:5])[CH3:2] |f:2.3.4|. Procedure: 4-Hydroxy-3-methyl-benzofuran-2-carboxylic acid ethyl ester (200 mg) was mixed with ethyl iodide (0.5 mL), K2CO3 (200 mg) and 2 mL of DMF. The mixture was stirred at room temperature overnight. The mixture was washed with brine and extracted with ethyl acetate. The combined ethyl acetate layers were washed with brine. Removal of the solvent under vacuum gave the crude product, which was purified by column chromatography to give 175 mg (77% yield) of 4-ethoxy-3-methyl-benzofuran-2-carboxylic acid...